From a dataset of the Open Reaction Database (ORD), a public repository of structured organic reaction records. describe an organic reaction: reactants, conditions, products, and yield Reaction SMILES: [OH:1][CH2:2][CH:3]1[CH2:8][CH2:7][N:6]([C:9]2[CH:14]=[CH:13][N:12]=[CH:11][CH:10]=2)[CH2:5][CH2:4]1.O[C:16]1[CH:21]=[CH:20][C:19]([CH2:22][CH2:23][C:24]([O:26][CH3:27])=[O:25])=[CH:18][CH:17]=1>>[N:12]1[CH:13]=[CH:14][C:9]([N:6]2[CH2:5][CH2:4][CH:3]([CH2:2][O:1][C:16]3[CH:21]=[CH:20][C:19]([CH2:22][CH2:23][C:24]([O:26][CH3:27])=[O:25])=[CH:18][CH:17]=3)[CH2:8][CH2:7]2)=[CH:10][CH:11]=1. The product is N1=CC=C(C=C1)N1CCC(CC1)COC1=CC=C(C=C1)CCC(=O)OC (Methyl 3-[4-[1-(4-pyridyl)piperidin-4-yl]methoxyphenyl]-propionate). Yield: 14.0%. The reactants are OCC1CCN(CC1)C1=CC=NC=C1 (4-(4-hydroxymethylpiperidin-1-yl)pyridine), OC1=CC=C(C=C1)CCC(=O)OC (methyl 3-(4-hydroxyphenyl)propionate). Procedure details: Following the method of Example 96, but starting from 4-(4-hydroxymethylpiperidin-1-yl)pyridine and methyl 3-(4-hydroxyphenyl)propionate, the title compound was prepared in 14% yield: m.p. 96.5°-98.5° C.; NMR (d6DMSO) δ 8.13(2H, d), 7.11(2H, d), 6.83(4H, m), 3.97(2H, dm), 3.81(2H, d), 3.56(3H, s), 2.87(2H, dr), 2.77(2H, t), 2.57(2H, t), 2.01(1H, m), 1.84(2H, m), 1.30(2H, m); m/e 355 (M+H)+ ; calculated for C21H26 N2O3.0.75H2O: C, 68.5; H, 7.2; N, 7.8. found: C, 68.5; H, 7.5; N, 7.6%. Starting materials: CCP(OC)OC, Cc1ccccc1, CCC=O, Nc1cc([N+](=O)[O-])ccc1Cl. Yields the product CCC(Nc1cc([N+](=O)[O-])ccc1Cl)P(=O)(CC)OC. Reaction SMILES: [CH2:12]([CH3:13])[P:14]([O:15][CH3:16])[O:17][CH3:18].[CH3:23][c:24]1[cH:25][cH:26][cH:27][cH:28][cH:29]1.[CH:19]([CH2:20][CH3:21])=[O:22].[Cl:1][c:2]1[c:3]([NH2:4])[cH:5][c:6]([N+:9](=[O:10])[O-:11])[cH:7][cH:8]1>>[Cl:1][c:2]1[c:3]([NH:4][CH:19]([P:14]([CH2:12][CH3:13])([O:15][CH3:16])=[O:17])[CH2:20][CH3:21])[cH:5][c:6]([N+:9](=[O:10])[O-:11])[cH:7][cH:8]1. The yield is 99.4%. Product: OC1=CC=C(CC(C(=O)OCC)CCCC2=CC=CC=C2)C=C1 (Ethyl 2-(4-hydroxybenzyl)-5-phenylvalerate). Reactants: C(C1=CC=CC=C1)OC1=CC=C(CC(C(=O)OCC)CCCC2=CC=CC=C2)C=C1 (ethyl 2-(4-benzyloxybenzyl)-5-phenylvalerate). Reagents/catalysts: [Pd] (palladium on carbon). Reported procedure: In a similar manner to that described in Reference example 1(d), a reaction was carried out using ethyl 2-(4-benzyloxybenzyl)-5-phenylvalerate (3.32 g) and palladium on carbon (5%, 0.40 g) and the reaction mixture was treated to afford the desired compound (2.56 g) as a syrup. Reaction SMILES: C([O:8][C:9]1[CH:30]=[CH:29][C:12]([CH2:13][CH:14]([CH2:20][CH2:21][CH2:22][C:23]2[CH:28]=[CH:27][CH:26]=[CH:25][CH:24]=2)[C:15]([O:17][CH2:18][CH3:19])=[O:16])=[CH:11][CH:10]=1)C1C=CC=CC=1>[Pd]>[OH:8][C:9]1[CH:10]=[CH:11][C:12]([CH2:13][CH:14]([CH2:20][CH2:21][CH2:22][C:23]2[CH:24]=[CH:25][CH:26]=[CH:27][CH:28]=2)[C:15]([O:17][CH2:18][CH3:19])=[O:16])=[CH:29][CH:30]=1. Product: BrC=1C(=NC=C(C1)CN1C=NC=C1)Cl (3-Bromo-2-chloro-5-imidazol-1-ylmethyl-pyridine). The reactants are BrC=1C(=NC=C(C1)CBr)Cl (3-Bromo-5-bromomethyl-2-chloro-pyridine), N1C=NC=C1 (imidazole), C(=O)([O-])[O-].[K+].[K+] (K2CO3). As a reaction SMILES: [Br:1][C:2]1[C:3]([Cl:10])=[N:4][CH:5]=[C:6]([CH2:8]Br)[CH:7]=1.[NH:11]1[CH:15]=[CH:14][N:13]=[CH:12]1.C([O-])([O-])=O.[K+].[K+]>>[Br:1][C:2]1[C:3]([Cl:10])=[N:4][CH:5]=[C:6]([CH2:8][N:11]2[CH:15]=[CH:14][N:13]=[CH:12]2)[CH:7]=1 |f:2.3.4|. Reported procedure: Synthesized from 6a (2.38 g, 8.34 mmol), imidazole (1.14 g, 16.7 mmol) and K2CO3 (5.76 g, 41.7 mmol) according to Method B. Yield: 1.88 g, 6.90 mmol, 83%. 1H NMR (CDCl3, 500 MHz): δH (ppm): 5.14 (s, 2H), 6.89 (bs, 1H), 7.13 (d, J=4.0 Hz, 1H), 7.61-7.63 (m, 1H), 7.70 (brs, 1H), 8.20 (brs, 1H); 13C NMR (CDCl3, 125 MHz): δC (ppm)=46.8, 118.9, 120.8, 130.5, 132.2, 137.2, 140.8, 146.3, 150.9; MS (ESI): m/z=272.05 [M+H]+. Reactants: CS(=O)C (dimethyl sulfoxide), [K] (Potassium), N1C=CC=C1 (pyrrole), ClC(=O)OC (methyl chloroformate). Run in C1CCCCC1 (cyclohexane). Run at time 30 minute. Product: C(=O)(OC)N1C=CC=C1 (N-carbomethoxy pyrrole). Yield: 95.9%. As a reaction SMILES: [K].[NH:2]1[CH:6]=[CH:5][CH:4]=[CH:3]1.Cl[C:8]([O:10][CH3:11])=[O:9].CS(C)=O>C1CCCCC1>[C:8]([N:2]1[CH:6]=[CH:5][CH:4]=[CH:3]1)([O:10][CH3:11])=[O:9] |^1:0|. Reported procedure: Potassium (5.85 g, 0.15 mol) was added to a solution of 10 ml pyrrole (0.145 mol) in 80 ml hot cyclohexane in several portions. The mixture was refluxed for 1 hour. To this cold solution was added 15 g (0.16 mol) methyl chloroformate slowly. After addition, the mixture was stirred at room temperature for 30 minutes. During this period, 2.5 ml dimethyl sulfoxide was added for catalysis. After quenching with ice-water, the organic layer was separated and the aqueous layer extracted with ether. The... Starting materials: C(C)C1=CC=NC=C1 (4-ethylpyridine), [NH2-].[Na+] (sodium amide). Product: NC1=NC=CC(=C1)CC (2-Amino-4-ethylpyridine). As a reaction SMILES: [CH2:1]([C:3]1[CH:8]=[CH:7][N:6]=[CH:5][CH:4]=1)[CH3:2].[NH2-:9].[Na+]>>[NH2:9][C:5]1[CH:4]=[C:3]([CH2:1][CH3:2])[CH:8]=[CH:7][N:6]=1 |f:1.2|. Procedure: This amine is prepared by the method of Case and Kasper from 4-ethylpyridine (Aldrich Chemical) and sodium amide (Fisher Scientific Co.) in 55% molar yield, mp 66°-70° (lit.1 70°-1°). Product: COC(=O)C12CC3CC(C1)C(N)C(C3)C2. Reaction SMILES: [CH3:1][O:2][C:3](=[O:4])[C:5]12[CH2:6][CH:7]3[C:8](=[O:15])[CH:9]([CH2:10][CH:11]([CH2:12]1)[CH2:13]3)[CH2:14]2.[CH3:20][OH:21].[CH:16]([O-:17])=[O:18].[NH4+:19]>>[CH3:1][O:2][C:3](=[O:4])[C:5]12[CH2:6][CH:7]3[CH:8]([NH2:19])[CH:9]([CH2:10][CH:11]([CH2:12]1)[CH2:13]3)[CH2:14]2. The reactants are COC(=O)C12CC3CC(C1)C(=O)C(C3)C2, CO, O=C[O-], [NH4+].